This data is from the Open Reaction Database (ORD), a public repository of structured organic reaction records. The task is: describe an organic reaction: reactants, conditions, products, and yield Product: C1(CC1)N(C(C1=CC=C(C=C1)N1N=NN=C1)=O)C1CCN(CC1)C1=NC=C(C=C1F)C(F)(F)F (N-Cyclopropyl-N-(3′-fluoro-5′-trifluoromethyl-3,4,5,6-tetrahydro-2H-[1,2′]bipyridinyl-4-yl)-4-tetrazol-1-yl-benzamide). Reactants: C1(CC1)NC1CCN(CC1)C1=NC=C(C=C1F)C(F)(F)F (cyclopropyl-(3′-fluoro-5′-trifluoromethyl-3,4,5,6-tetrahydro-2H-[1,2′]bipyridinyl-4-yl)-amine), N1(N=NN=C1)C1=CC=C(C(=O)O)C=C1 (4-tetrazol-1-yl-benzoic acid). As a reaction SMILES: [CH:1]1([NH:4][CH:5]2[CH2:10][CH2:9][N:8]([C:11]3[C:16]([F:17])=[CH:15][C:14]([C:18]([F:21])([F:20])[F:19])=[CH:13][N:12]=3)[CH2:7][CH2:6]2)[CH2:3][CH2:2]1.[N:22]1([C:27]2[CH:35]=[CH:34][C:30]([C:31](O)=[O:32])=[CH:29][CH:28]=2)[CH:26]=[N:25][N:24]=[N:23]1>>[CH:1]1([N:4]([CH:5]2[CH2:10][CH2:9][N:8]([C:11]3[C:16]([F:17])=[CH:15][C:14]([C:18]([F:20])([F:19])[F:21])=[CH:13][N:12]=3)[CH2:7][CH2:6]2)[C:31](=[O:32])[C:30]2[CH:34]=[CH:35][C:27]([N:22]3[CH:26]=[N:25][N:24]=[N:23]3)=[CH:28][CH:29]=2)[CH2:2][CH2:3]1. Reported procedure: The title compound is prepared from cyclopropyl-(3′-fluoro-5′-trifluoromethyl-3,4,5,6-tetrahydro-2H-[1,2′]bipyridinyl-4-yl)-amine and 4-tetrazol-1-yl-benzoic acid following a procedure analogous to that described in Example 107. LC (method 19): tR=4.46 min; Mass spectrum (ESI+): m/z=476 [M+H]+. The reactants are ClC(C(=O)Cl)(C1=CC=CC=C1)C1=CC=CC=C1 (chlorodiphenylacetyl chloride), CN1CC(CC1)O (1-methyl-3-pyrrolidinol), C(C1=CC=CC=C1)OCCO (2-benzyloxyethanol). Solvent: N1=CC=CC=C1 (pyridine). Conditions: time 2 hour. Yields the product CN1CC(CC1)OC(C(OCCOCC1=CC=CC=C1)(C1=CC=CC=C1)C1=CC=CC=C1)=O (1-methyl-3-[2,2-diphenyl-2-(2-benzyloxyethoxy)acetoxy]pyrrolidine). Isolated yield 53.8%. Reaction SMILES: Cl[C:2]([C:12]1[CH:17]=[CH:16][CH:15]=[CH:14][CH:13]=1)([C:6]1[CH:11]=[CH:10][CH:9]=[CH:8][CH:7]=1)[C:3](Cl)=[O:4].[CH3:18][N:19]1[CH2:23][CH2:22][CH:21]([OH:24])[CH2:20]1.[CH2:25]([O:32][CH2:33][CH2:34][OH:35])[C:26]1[CH:31]=[CH:30][CH:29]=[CH:28][CH:27]=1>N1C=CC=CC=1>[CH3:18][N:19]1[CH2:23][CH2:22][CH:21]([O:24][C:3](=[O:4])[C:2]([C:12]2[CH:17]=[CH:16][CH:15]=[CH:14][CH:13]=2)([C:6]2[CH:11]=[CH:10][CH:9]=[CH:8][CH:7]=2)[O:35][CH2:34][CH2:33][O:32][CH2:25][C:26]2[CH:31]=[CH:30][CH:29]=[CH:28][CH:27]=2)[CH2:20]1. Procedure details: A mixture of chlorodiphenylacetyl chloride (20 g), 1-methyl-3-pyrrolidinol (7.6 g), and pyridine (35 g) is kept at room temperature for two hours. After adding 45 g of 2-benzyloxyethanol, the mixture is refluxed gently for 18 hours. Excess pyridine and benzyloxyethanol are distilled off under reduced pressure, the residue is dissolved in ether and washed twice with water. The organic phase is dried over magnesium sulfate (MgSO4), filtered and the filtrate evaporated to dryness. Chromatography of... Starting materials: C(C)(=O)C=1N=C(N(C1C#N)C(C1=CC=CC=C1)(C1=CC=CC=C1)C1=CC=CC=C1)CCCC (4-acetyl-2-butyl-5-cyano-1-tritylimidazole), [Cl-].[NH4+] (ammonium chloride), solution, C[Mg]I (methylmagnesium iodide). Run in O1CCCC1 (tetrahydrofuran), O1CCCC1 (tetrahydrofuran). Reaction conditions: temperature 40 celsius, time 1 hour. Product: C(CCC)C=1N(C(=C(N1)C(C)(C)O)C#N)C(C1=CC=CC=C1)(C1=CC=CC=C1)C1=CC=CC=C1 (2-Butyl-5-cyano-4-(1-hydroxy-1-methylethyl)-1-tritylimidazole). RXN SMILES: [CH3:1][Mg]I.[C:4]([C:7]1[N:8]=[C:9]([CH2:33][CH2:34][CH2:35][CH3:36])[N:10]([C:14]([C:27]2[CH:32]=[CH:31][CH:30]=[CH:29][CH:28]=2)([C:21]2[CH:26]=[CH:25][CH:24]=[CH:23][CH:22]=2)[C:15]2[CH:20]=[CH:19][CH:18]=[CH:17][CH:16]=2)[C:11]=1[C:12]#[N:13])(=[O:6])[CH3:5].[Cl-].[NH4+]>O1CCCC1>[CH2:33]([C:9]1[N:10]([C:14]([C:27]2[CH:32]=[CH:31][CH:30]=[CH:29][CH:28]=2)([C:15]2[CH:20]=[CH:19][CH:18]=[CH:17][CH:16]=2)[C:21]2[CH:22]=[CH:23][CH:24]=[CH:25][CH:26]=2)[C:11]([C:12]#[N:13])=[C:7]([C:4]([OH:6])([CH3:1])[CH3:5])[N:8]=1)[CH2:34][CH2:35][CH3:36] |f:2.3|. Procedure: 1 ml of a 2M solution of methylmagnesium iodide in tetrahydrofuran was added dropwise at room temperature, whilst stirring, to a solution of 840 mg of 4-acetyl-2-butyl-5-cyano-1-tritylimidazole [prepared as described in Preparation 5(ii)] in 15 ml of tetrahydrofuran, and the resulting mixture was stirred at 40° C. for 1 hour. The mixture was cooled, and then a saturated aqueous solution of ammonium chloride was added to it dropwise. The tetrahydrofuran layer was separated and concentrated by eva... Reaction SMILES: [C:1]([c:2]1[cH:3][cH:4][cH:5][cH:6][cH:7]1)(=[O:8])[c:9]1[cH:10][cH:11][c:12]([C:13](=[O:14])[OH:15])[cH:16][cH:17]1.[CH2:22]([CH3:23])[NH:24][CH2:25][CH3:26].[Cl:29][CH2:30][Cl:31].[Na+:28].[OH-:27].[S:18]([Cl:19])([Cl:20])=[O:21]>>[C:1]([c:2]1[cH:3][cH:4][cH:5][cH:6][cH:7]1)(=[O:8])[c:9]1[cH:10][cH:11][c:12]([C:13](=[O:15])[N:24]([CH2:22][CH3:23])[CH2:25][CH3:26])[cH:16][cH:17]1. Reactants: O=C(O)c1ccc(C(=O)c2ccccc2)cc1, CCNCC, ClCCl, [Na+], [OH-], O=S(Cl)Cl. The product is CCN(CC)C(=O)c1ccc(C(=O)c2ccccc2)cc1. Run in C(C)O (ethanol). The product is C(C)(=O)NC(=N)NCC1=NC=CC=C1 (1-Acetyl-3-(2-Pyridylmethyl) Guanidine). Procedure details: 19.92 g of 1-(2-pyridylmethyl) guanidine sulfate and 5.94 g of sodium methoxide are added to 100 ml of methanol. The mixture is stirred for 21/2 hrs. at RT and filtered. The resulting solid is washed with methanol, and the solvent evaporated in vacuo, yielding a red solid. Absolute ethanol is added to the red solid in two stages and the resulting mixture is filtered. The filtered solid is washed with absolute ethanol and the solvent evaporated in vacuo yielding the guanidine as a solid. The guan... RXN SMILES: S(O)(O)(=O)=O.[N:6]1[CH:11]=[CH:10][CH:9]=[CH:8][C:7]=1[CH2:12][NH:13][C:14]([NH2:16])=[NH:15].[CH3:17][O-:18].[Na+].[CH3:20]O>C(O)C>[C:17]([NH:15][C:14]([NH:13][CH2:12][C:7]1[CH:8]=[CH:9][CH:10]=[CH:11][N:6]=1)=[NH:16])(=[O:18])[CH3:20] |f:0.1,2.3|. Conditions: time 2 hour. Reactants: S(=O)(=O)(O)O.N1=C(C=CC=C1)CNC(=N)N (1-(2-pyridylmethyl) guanidine sulfate), C[O-].[Na+] (sodium methoxide), CO (methanol).